From a dataset of the Open Reaction Database (ORD), a public repository of structured organic reaction records. describe an organic reaction: reactants, conditions, products, and yield The reactants are C(C1=CC=CC=C1)#N (benzonitrile), [Na] (sodium), Cl.NO (hydroxylamine hydrochloride). Solvent: CO (methanol), CO (methanol). Run at time 8 hour. Yields the product C(C1=CC=CC=C1)(N)=NO (Benzamide oxime). The yield is 99.5%. RXN SMILES: [Na].Cl.[NH2:3][OH:4].[C:5](#[N:12])[C:6]1[CH:11]=[CH:10][CH:9]=[CH:8][CH:7]=1>CO>[C:5](=[N:3][OH:4])([NH2:12])[C:6]1[CH:11]=[CH:10][CH:9]=[CH:8][CH:7]=1 |f:1.2,^1:0|. Reported procedure: To a stirred solution of sodium (0.48 g, 210 mmol) in methanol (210 ml) was added a solution of hydroxylamine hydrochloride (15.4 g, 221 mmol) in methanol (70 ml). The mixture was stirred at room temperature for 10 minutes before addition of benzonitrile (20.4 ml, 200 mmol) and the reaction stirred at room temperature overnight. The mixture was filtered through a pad of Celite and the flitrate concentrated in vacuo to approximately 100 ml. Diethyl ether (200 ml) was added and the precipitate fil... Starting materials: C(C)(C)(C)C=1N=C(C=2C(N1)=NN(N2)CC)N2CC(CC2)(F)F (5-tert-Butyl-7-(3,3-difluoro-pyrrolidin-1-yl)-2-ethyl-2H-[1,2,3]triazolo[4,5-d]pyrimidine), C(C)(C)(C)C=1N=C(C2=C(N1)NN=N2)N2CC(CC2)(F)F (5-tert-butyl-7-(3,3-difluoropyrrolidin-1-yl)-3H-[1,2,3]triazolo[4,5-d]pyrimidine), BrCCC1=CC(=CC=C1)Cl (1-(2-bromoethyl)-3-chlorobenzene). The product is C(C)(C)(C)C=1N=C(C=2C(N1)=NN(N2)CCC2=CC(=CC=C2)Cl)N2CC(CC2)(F)F (5-tert-Butyl-2-[2-(3-chloro-phenyl)-ethyl]-7-(3,3-difluoro-pyrrolidin-1-yl)-2H-[1,2,3]triazolo[4,5-d]pyrimidine). As a reaction SMILES: [C:1]([C:5]1[N:6]=[C:7]([N:16]2[CH2:20][CH2:19][C:18]([F:22])([F:21])[CH2:17]2)[C:8]2[C:9](=[N:11][N:12]([CH2:14][CH3:15])[N:13]=2)[N:10]=1)([CH3:4])([CH3:3])[CH3:2].C(C1N=C(N2CCC(F)(F)C2)C2N=NNC=2N=1)(C)(C)C.BrCC[C:46]1[CH:51]=[CH:50][CH:49]=[C:48]([Cl:52])[CH:47]=1>>[C:1]([C:5]1[N:6]=[C:7]([N:16]2[CH2:20][CH2:19][C:18]([F:21])([F:22])[CH2:17]2)[C:8]2[C:9](=[N:11][N:12]([CH2:14][CH2:15][C:46]3[CH:51]=[CH:50][CH:49]=[C:48]([Cl:52])[CH:47]=3)[N:13]=2)[N:10]=1)([CH3:2])([CH3:3])[CH3:4]. Procedure details: In analogy to the procedure described for the synthesis of 5-tert-butyl-7-(3,3-difluoro-pyrrolidin-1-yl)-2-ethyl-2H-[1,2,3]triazolo[4,5-d]pyrimidine (example 3, step b), the title compound was prepared from 5-tert-butyl-7-(3,3-difluoropyrrolidin-1-yl)-3H-[1,2,3]triazolo[4,5-d]pyrimidine and 1-(2-bromoethyl)-3-chlorobenzene and isolated as light yellow gum. MS (m/e): 421.3 (MH+). Reactants: FC1=C(C#N)C=CC(=C1)F (2,4-difluorobenzonitrile), C[S-] (thiomethoxide). Solvent: C(Cl)Cl (methylene chloride). Reaction conditions: time 48 hour. Product: desired material, FC1=CC(=C(C#N)C=C1)SC (4-fluoro-2-(methylthio)benzonitrile). RXN SMILES: F[C:2]1[CH:9]=[C:8]([F:10])[CH:7]=[CH:6][C:3]=1[C:4]#[N:5].[CH3:11][S-:12]>C(Cl)Cl>[F:10][C:8]1[CH:7]=[CH:6][C:3]([C:4]#[N:5])=[C:2]([S:12][CH3:11])[CH:9]=1. Reported procedure: 2,4-difluorobenzonitrile (2.0 g, 14.38 mmol) and thiomethoxide (1.02 g, 14.38 mmol) were placed in an oven dried 100 mL round bottom flask fitted with a reflux condenser. Toluene (40 mL) was added and the reaction solution was put under an atmosphere of Argon. The reaction was heated to 90 deg C. over 48 hours. The crude reaction was cooled and concentrated in vacuo. The residue was taken up in methylene chloride and extracted with water. The organic phase was dried (MgSO4), filtered and concent...